From a dataset of the Open Reaction Database (ORD), a public repository of structured organic reaction records. describe an organic reaction: reactants, conditions, products, and yield As a reaction SMILES: B.C1COCC1.[CH3:7][C:8]1[CH:9]=[C:10]([C:15]2[NH:16][C:17]3[C:22]([C:23]=2[CH2:24][CH2:25][NH:26][C:27](=O)[CH2:28][CH2:29][CH2:30][C:31]2[CH:36]=[CH:35][N:34]=[CH:33][CH:32]=2)=[CH:21][C:20]([S:38]([CH3:41])(=[O:40])=[O:39])=[CH:19][CH:18]=3)[CH:11]=[C:12]([CH3:14])[CH:13]=1.CO.CN(C)CCO>O1CCCC1>[CH3:14][C:12]1[CH:11]=[C:10]([C:15]2[NH:16][C:17]3[C:22]([C:23]=2[CH2:24][CH2:25][NH:26][CH2:27][CH2:28][CH2:29][CH2:30][C:31]2[CH:36]=[CH:35][N:34]=[CH:33][CH:32]=2)=[CH:21][C:20]([S:38]([CH3:41])(=[O:39])=[O:40])=[CH:19][CH:18]=3)[CH:9]=[C:8]([CH3:7])[CH:13]=1 |f:0.1|. Reported procedure: Borane-THF ((1.0M soln in tetrahydrofuran, 27 mL) was added dropwise to a solution of N-[2-[2-(3,5-dimethylphenyl)-5-methanesulfonyl-1H-indol-3-yl]ethyl]-4-pyridin-4-yl-butyramide (1.45 g, 2.96 mmol) in dry tetrahydrofuran (20 mL), and the solution was heated at reflux for 2 hours. At this time, methanol was added to quench excess borane, and the resulting solution was evaporated to dryness. The residue was dissolved in tetrahydrofuran (20 mL), and N,N-dimethylethanolamine (8.9 mL, 88.86 mmol) w... The reactants are B.C1CCOC1 (Borane THF), CC=1C=C(C=C(C1)C)C=1NC2=CC=C(C=C2C1CCNC(CCCC1=CC=NC=C1)=O)S(=O)(=O)C (N-[2-[2-(3,5-dimethylphenyl)-5-methanesulfonyl-1H-indol-3-yl]ethyl]-4-pyridin-4-yl-butyramide), CN(CCO)C (N,N-dimethylethanolamine), CO (methanol). Isolated yield 71.0%. The solvent is O1CCCC1 (tetrahydrofuran), O1CCCC1 (tetrahydrofuran). Yields the product CC=1C=C(C=C(C1)C)C=1NC2=CC=C(C=C2C1CCNCCCCC1=CC=NC=C1)S(=O)(=O)C ([2-[2-(3,5-dimethylphenyl)-5-methanesulfonyl-1H-indol-3-yl]ethyl]-(4-pyridin-4-yl-butyl)amine). The reactants are compound 26, C(=O)(O)C=1C(OC2=CC(=CC(=C2C1)C)OC)=O (3-carboxy-5-methyl-7-methoxy-coumarin), C1=CN=CC=C1C(=O)NN (isoniazid). The product is C(C1=CC=NC=C1)(=O)NNC(=O)C=1C(OC2=CC(=CC(=C2C1)C)OC)=O (3-(isonicotinoylhydrazinocarbonyl)-5-methyl-7-methoxy coumarin). Reaction SMILES: [C:1]([C:4]1[C:5](=[O:17])[O:6][C:7]2[C:12]([CH:13]=1)=[C:11]([CH3:14])[CH:10]=[C:9]([O:15][CH3:16])[CH:8]=2)([OH:3])=O.[CH:18]1[C:23]([C:24]([NH:26][NH2:27])=[O:25])=[CH:22][CH:21]=[N:20][CH:19]=1>>[C:24]([NH:26][NH:27][C:1]([C:4]1[C:5](=[O:17])[O:6][C:7]2[C:12]([CH:13]=1)=[C:11]([CH3:14])[CH:10]=[C:9]([O:15][CH3:16])[CH:8]=2)=[O:3])(=[O:25])[C:23]1[CH:22]=[CH:21][N:20]=[CH:19][CH:18]=1. Procedure details: Compound 213 was prepared following the preparation of compound 26 except that 3-carboxy-5-methyl-7-methoxy-coumarin reacted with isoniazid to give the title compound 213. Procedure: Isopropyl (S)-4-acetyl-6-cyano-7-(1-cyclopropyl-1H-pyrazol-4-yl)-3-methyl-3,4-dihydroquinoxaline-1(2H)-carboxylate was synthesized from isopropyl (S)-4-acetyl-6-amino-7-(1-cyclopropyl-1H-pyrazol-4-yl)-3-methyl-3,4-dihydroquinoxaline-1 (2H)-carboxylate according to the procedure described above for isopropyl (S)-4-acetyl-6-bromo-3-methyl-7-(4-(methylsulfonyl)phenyl)-3,4-dihydroquinoxaline-1(2H)-carboxylate (Example 238), substituting copper (I) cyanide for copper (I) bromide. MS (ESI, pos. ion) m... The reagents and catalysts are [Cu]Br (copper (I) bromide). Reactants: C(C)(=O)N1[C@H](CN(C2=CC(=C(C=C12)N)C=1C=NN(C1)C1CC1)C(=O)OC(C)C)C (isopropyl (S)-4-acetyl-6-amino-7-(1-cyclopropyl-1H-pyrazol-4-yl)-3-methyl-3,4-dihydroquinoxaline-1 (2H)-carboxylate), C(C)(=O)N1[C@H](CN(C2=CC(=C(C=C12)Br)C1=CC=C(C=C1)S(=O)(=O)C)C(=O)OC(C)C)C (isopropyl (S)-4-acetyl-6-bromo-3-methyl-7-(4-(methylsulfonyl)phenyl)-3,4-dihydroquinoxaline-1(2H)-carboxylate). Yields the product C(C)(=O)N1[C@H](CN(C2=CC(=C(C=C12)C#N)C=1C=NN(C1)C1CC1)C(=O)OC(C)C)C (Isopropyl (S)-4-acetyl-6-cyano-7-(1-cyclopropyl-1H-pyrazol-4-yl)-3-methyl-3,4-dihydroquinoxaline-1(2H)-carboxylate). As a reaction SMILES: [C:1]([N:4]1[C:13]2[C:8](=[CH:9][C:10]([C:15]3[CH:16]=[N:17][N:18]([CH:20]4[CH2:22][CH2:21]4)[CH:19]=3)=[C:11](N)[CH:12]=2)[N:7]([C:23]([O:25][CH:26]([CH3:28])[CH3:27])=[O:24])[CH2:6][C@@H:5]1[CH3:29])(=[O:3])[CH3:2].[C:30]([N:33]1C2C(=CC(C3C=CC(S(C)(=O)=O)=CC=3)=C(Br)C=2)N(C(OC(C)C)=O)C[C@@H]1C)(=O)C>[Cu]Br>[C:1]([N:4]1[C:13]2[C:8](=[CH:9][C:10]([C:15]3[CH:16]=[N:17][N:18]([CH:20]4[CH2:22][CH2:21]4)[CH:19]=3)=[C:11]([C:30]#[N:33])[CH:12]=2)[N:7]([C:23]([O:25][CH:26]([CH3:27])[CH3:28])=[O:24])[CH2:6][C@@H:5]1[CH3:29])(=[O:3])[CH3:2]. Starting materials: CC[SiH](CC)CC, COC(=O)c1cc(C(=O)c2ccccc2)c[nH]1, O=C(O)C(F)(F)F. Product: COC(=O)c1cc(Cc2ccccc2)c[nH]1. RXN SMILES: [CH2:1]([SiH:2]([CH2:3][CH3:4])[CH2:5][CH3:6])[CH3:7].[CH3:8][O:9][C:10](=[O:11])[c:12]1[nH:13][cH:14][c:15]([C:17]([c:18]2[cH:19][cH:20][cH:21][cH:22][cH:23]2)=[O:24])[cH:16]1.[OH:25][C:26]([C:27]([F:28])([F:29])[F:30])=[O:31]>>[CH3:8][O:9][C:10](=[O:11])[c:12]1[nH:13][cH:14][c:15]([CH2:17][c:18]2[cH:19][cH:20][cH:21][cH:22][cH:23]2)[cH:16]1. Starting materials: CNC (dimethylamine), FC(S(=O)(=O)OS(=O)(=O)C(F)(F)F)(F)F (trifluoromethanesulphonic anhydride), C(C)(=O)OCC1CC=2N(C=3C=CC=CC3C2C=2C(OC(C2C2=CN(C3=CC=CC=C23)C)=O)=O)C1 (3-[2-(acetoxymethyl)-2,3-dihydro-1H-pyrrolo[1,2-a]indol-9-yl]-4-(1-methyl-3-indolyl)furan-2,5-dione), N1=C(C=C(C=C1C)C)C (collidine). Solvent: ClCCl (dichloromethane), ClCCl (dichloromethane). Run at time 1 hour. Product: FC(S(=O)(=O)O)(F)F.CN(C)CC1CC=2N(C=3C=CC=CC3C2C=2C(NC(C2C2=CN(C3=CC=CC=C23)C)=O)=O)C1 (3-[2,3-dihydro-2-(dimethylaminomethyl)-1H-pyrrolo[1,2-a]indol-9-yl]-4-(1-methyl-3-indolyl)-1H-pyrrole-2,5-dione trifluoromethanesulphonate). Reaction SMILES: [F:1][C:2]([F:15])([F:14])[S:3]([O:6]S(C(F)(F)F)(=O)=O)(=[O:5])=[O:4].C(O[CH2:20][CH:21]1[CH2:49][N:24]2[C:25]3[CH:26]=[CH:27][CH:28]=[CH:29][C:30]=3[C:31]([C:32]3[C:33](=O)[O:34][C:35](=[O:47])[C:36]=3[C:37]3[C:45]4[C:40](=[CH:41][CH:42]=[CH:43][CH:44]=4)[N:39]([CH3:46])[CH:38]=3)=[C:23]2[CH2:22]1)(=O)C.[N:50]1C(C)=CC(C)=CC=1C.[CH3:59][NH:60][CH3:61]>ClCCl>[F:1][C:2]([F:15])([F:14])[S:3]([OH:6])(=[O:5])=[O:4].[CH3:59][N:60]([CH2:20][CH:21]1[CH2:49][N:24]2[C:25]3[CH:26]=[CH:27][CH:28]=[CH:29][C:30]=3[C:31]([C:32]3[C:33](=[O:34])[NH:50][C:35](=[O:47])[C:36]=3[C:37]3[C:45]4[C:40](=[CH:41][CH:42]=[CH:43][CH:44]=4)[N:39]([CH3:46])[CH:38]=3)=[C:23]2[CH2:22]1)[CH3:61] |f:5.6|. Procedure details: 546 mg of trifluoromethanesulphonic anhydride in 80 ml of dichloromethane were treated at 0° C. under a nitrogen atmosphere with a suspension of 400 mg of the product of Example 19 and 208 mg of collidine in 120 ml of dichloromethane. After 1 hour, 1.9 ml of 40% aqueous dimethylamine were added and the mixture was stirred for 3 hours. The solvent was removed and the residue was subjected to chromatography on silica gel with dichloromethane/methanol/acetone (88:10:2). Trituration with ethyl aceta... Reactants: FC1=C(C(=O)O)C=C(C=C1)[N+](=O)[O-] (2-fluoro-5-nitro-benzoic acid), S(O)(O)(=O)=O (sulphuric acid), CO (methanol). Reaction conditions: time 2 day. Product: FC1=C(C(=O)OC)C=C(C=C1)[N+](=O)[O-] (Methyl 2-fluoro-5-nitro-benzoate). RXN SMILES: [F:1][C:2]1[CH:10]=[CH:9][C:8]([N+:11]([O-:13])=[O:12])=[CH:7][C:3]=1[C:4]([OH:6])=[O:5].S(=O)(=O)(O)O.[CH3:19]O>>[F:1][C:2]1[CH:10]=[CH:9][C:8]([N+:11]([O-:13])=[O:12])=[CH:7][C:3]=1[C:4]([O:6][CH3:19])=[O:5]. Procedure details: A solution of 2-fluoro-5-nitro-benzoic acid (3.702 g, 20 mmol) in anhydrous methanol (10.00 mL) was treated with 98% sulphuric acid and the solution was heated to reflux for 4 hours. The solvent was removed under vacuum and the residue was dissolved in ethyl acetate (50 mL). The solution was washed with saturated aqueous sodium bicarbonate (3×10 mL), brine until neutrality ant then water, and dried over anhydrous sodium sulphate. The solvent was removed under vacuum to afford a thick oil that st... Reactants: [Al] (aluminum), BrCBr (dibromomethane), ClC(=C[C@H]1C([C@H]1C(=O)O)(C)C)Cl (Cis-3-(2,2-dichloroethenyl)-2,2-dimethylcyclopropanecarboxylic acid), BrCBr (dibromomethane), O (water). Conditions: temperature 55 celsius, time 1 hour. The product is BrC(=C[C@H]1C([C@H]1C(=O)O)(C)C)Br ((+)-cis-3-(2,2-dibromoethenyl)-2,2-dimethylcyclopropanecarboxylic acid). Reaction SMILES: [Al].ClC(Cl)=[CH:4][C@@H:5]1[C@H:7]([C:8]([OH:10])=[O:9])[C:6]1([CH3:12])[CH3:11].O.[Br:15][CH2:16][Br:17]>>[Br:15][C:16]([Br:17])=[CH:4][C@@H:5]1[C@H:7]([C:8]([OH:10])=[O:9])[C:6]1([CH3:12])[CH3:11]. Procedure details: Under a dry nitrogen atmosphere, approximately 3 g of aluminum shot was added to 225 ml of dibromomethane. The temperature was raised to 35°-40° C., and hydrogen bromide gas was bubbled into the mixture. After 1 hour a reaction began to occur, and, with the temperature being maintained at 35°-40° C., a second and third portion of aluminum shot (total of 9.67 g, 0.358 mole) was added to the mixture. After complete addition, the reaction mixture was heated at 55° C. for 1 hour. The hydrogen bromid... Reagents/catalysts: CN(C1=CC=NC=C1)C (4-dimethylaminopyridine). RXN SMILES: [CH3:1][C:2]1([CH3:24])[CH2:11][C:10]([CH3:13])([CH3:12])[C:9]2[C:4](=[CH:5][CH:6]=[C:7](C#CC3C=CC(CO)=CN=3)[CH:8]=2)[O:3]1.[C:25]([OH:28])(=[O:27])[CH3:26].[CH:29]1([N:35]=[C:36]=NC2CCCCC2)[CH2:34][CH2:33][CH2:32][CH2:31]C1>CN(C)C1C=CN=CC=1.C(Cl)Cl>[CH3:1][C:2]1([CH3:24])[CH2:11][C:10]([CH3:12])([CH3:13])[C:9]2[C:4](=[CH:5][CH:6]=[C:7]([C:29]3[CH:34]=[CH:33][C:32]([CH2:31][O:27][C:25](=[O:28])[CH3:26])=[CH:36][N:35]=3)[CH:8]=2)[O:3]1. The reactants are CC1(OC2=CC=C(C=C2C(C1)(C)C)C#CC1=NC=C(C=C1)CO)C (2,2,4,4-tetramethyl-6-[2-(5-hydroxymethylpyrid-2-yl)ethynyl]chroman), CC1(OC2=CC=C(C=C2C(C1)(C)C)C#CC1=NC=C(C=C1)CO)C (2,2,4,4-tetramethyl-6-[2-(5-hydroxymethylpyrid-2-yl)ethynyl]chroman), C(C)(=O)O (acetic acid), C1(CCCCC1)N=C=NC1CCCCC1 (dicyclohexylcarbodiimide). Solvent: C(Cl)Cl (methylene chloride). Yields the product CC1(OC2=CC=C(C=C2C(C1)(C)C)C1=NC=C(C=C1)COC(C)=O)C (2-[2,2,4,4-tetramethylchroman-6-yl)-5-acetoxymethylpyridine). Procedure: A solution of 3.09 g (10 mmol) of 2,2,4,4-tetramethyl-6-[2-(5-hydroxymethylpyrid-2-yl)ethynyl]chroman (Compound 50) 600 mg (10 mmol) of glacial acetic acid, 2.06 g (10 mmol) of dicyclohexylcarbodiimide and 460 mg (3.765 mmol) of 4-dimethylaminopyridine in 150 ml methylene chloride is stirred at room temperature for 48 hours. The reaction mixture is then filtered and the residue washed with 50 ml of methlene chloride. The filtrate is then concentrated in vacuo and the residue is purified by chrom...